describe an organic reaction: reactants, conditions, products, and yield From a dataset of the Open Reaction Database (ORD), a public repository of structured organic reaction records. Starting materials: CC(=O)OCC1OC(n2cnc3c2N=CNC3CO)C(OC(C)=O)C1OC(C)=O, COCCOC, ClC(Cl)Cl, [H-], [Na+], O, CS(=O)(=O)Cl. Yields the product CC(=O)OCC1OC(n2cnc3c2N=CNC3COS(C)(=O)=O)C(OC(C)=O)C1OC(C)=O. As a reaction SMILES: [C:1]([CH3:2])(=[O:3])[O:4][CH:5]1[CH:6]([n:19]2[c:20]3[c:25]([n:26][cH:27]2)[CH:24]([CH2:28][OH:29])[NH:23][CH:22]=[N:21]3)[O:7][CH:8]([CH2:14][O:15][C:16]([CH3:17])=[O:18])[CH:9]1[O:10][C:11]([CH3:12])=[O:13].[CH2:42]([CH2:43][O:44][CH3:45])[O:46][CH3:47].[CH:37]([Cl:38])([Cl:39])[Cl:40].[H-:30].[Na+:31].[OH2:41].[S:32](=[O:33])(=[O:34])([CH3:35])[Cl:36]>>[C:1]([CH3:2])(=[O:3])[O:4][CH:5]1[CH:6]([n:19]2[c:20]3[c:25]([n:26][cH:27]2)[CH:24]([CH2:28][O:29][S:32](=[O:33])(=[O:34])[CH3:35])[NH:23][CH:22]=[N:21]3)[O:7][CH:8]([CH2:14][O:15][C:16]([CH3:17])=[O:18])[CH:9]1[O:10][C:11]([CH3:12])=[O:13]. The reactants are C1CCOC1, CN(C)CCN, O=C(O)c1ccc(-c2cccc(CSCCOc3ccccc3)c2)cc1. Yields the product CN(C)CCNC(=O)c1ccc(-c2cccc(CSCCOc3ccccc3)c2)cc1. RXN SMILES: [CH2:33]1[O:34][CH2:35][CH2:36][CH2:37]1.[CH3:27][N:28]([CH2:29][CH2:30][NH2:31])[CH3:32].[O:1]([c:2]1[cH:3][cH:4][cH:5][cH:6][cH:7]1)[CH2:8][CH2:9][S:10][CH2:11][c:12]1[cH:13][c:14](-[c:18]2[cH:19][cH:20][c:21]([C:24](=[O:25])[OH:26])[cH:22][cH:23]2)[cH:15][cH:16][cH:17]1>>[O:1]([c:2]1[cH:3][cH:4][cH:5][cH:6][cH:7]1)[CH2:8][CH2:9][S:10][CH2:11][c:12]1[cH:13][c:14](-[c:18]2[cH:19][cH:20][c:21]([C:24](=[O:25])[NH:31][CH2:30][CH2:29][N:28]([CH3:27])[CH3:32])[cH:22][cH:23]2)[cH:15][cH:16][cH:17]1.